From a dataset of the Open Reaction Database (ORD), a public repository of structured organic reaction records. describe an organic reaction: reactants, conditions, products, and yield Starting materials: P(=O)([O-])([O-])[O-].[K+].[K+].[K+] (tripotassium phosphate), CC(C)C1=CC2=CC[C@@H]3[C@@]([C@H]2CC1)(CCC[C@@]3(C)C(=O)O)C (rosin acid), C16-18 unsaturated fatty acids, 14B, C1(=CC=CC2=CC=CC=C12)S(=O)(=O)[O-].[Na+].C=O (sodium naphthalenesulfonate formaldehyde), C=CC1=CC=CC=C1 (styrene), N1(CCCC1)CCC=CC1=CC=CC=C1 (PES), CC(C)C(C)(C)C(C)(C)C(C)(C)S (tert-dodecylmercaptan), S([O-])[O-].C=O.[Na+].[Na+] (sodium formaldehyde sulfoxylate), [OH-].[K+] (potassium hydroxide). Solvent: O (water), O (water). The product is C=CC1=CC=CC=C1.C=CC=C.N1(CCCC1)CCC=CC1=CC=CC=C1 (styrene/butadiene pyrrolidinoethyl styrene). As a reaction SMILES: [C:1]1(S([O-])(=O)=O)[C:10]2[C:5](=[CH:6][CH:7]=CC=2)[CH:4]=[CH:3][CH:2]=1.[Na+].C=O.P([O-])([O-])([O-])=O.[K+].[K+].[K+].[CH3:26][CH:27]([C:29]1CC[C@H]2C(=CC[C@H]3[C@@](C(O)=O)(C)CCC[C@@]32C)[CH:30]=1)C.[OH-].[K+].S([O-])[O-].C=O.[Na+].[Na+].C=CC1C=CC=CC=1.[N:65]1([CH2:70][CH2:71][CH:72]=[CH:73][C:74]2[CH:79]=[CH:78][CH:77]=[CH:76][CH:75]=2)[CH2:69][CH2:68][CH2:67][CH2:66]1.CC(C(C(C(S)(C)C)(C)C)(C)C)C>O>[CH2:7]=[CH:6][C:5]1[CH:10]=[CH:1][CH:2]=[CH:3][CH:4]=1.[CH2:26]=[CH:27][CH:29]=[CH2:30].[N:65]1([CH2:70][CH2:71][CH:72]=[CH:73][C:74]2[CH:75]=[CH:76][CH:77]=[CH:78][CH:79]=2)[CH2:69][CH2:68][CH2:67][CH2:66]1 |f:0.1.2,3.4.5.6,8.9,10.11.12.13,18.19.20|. Procedure details: In this experiment, an emulsion a styrene/butadiene/pyrrolidinoethyl styrene (PES) terpolymer was prepared. In the procedure used, 7.29 lbs. of soft water, 4.76 grams of sodium naphthalenesulfonate-formaldehyde dispersant (Daxad 14B from Hampshire Chemical Co., 47.5% active), 7.2 gms. of tripotassium phosphate, 140 grams of disproportionated rosin acid (potassium salt, 20% solution in water at pH 9.5), and 532 grams of C14-18 and C16-18 unsaturated fatty acids (potassium salt, 10% solution in wa...